This data is from the Open Reaction Database (ORD), a public repository of structured organic reaction records. The task is: describe an organic reaction: reactants, conditions, products, and yield Starting materials: Cl.Cl.C(C)OC(=N)C12CN(CC2C1)C (3-methyl-3-azabicyclo[3.1.0]hexane-1-carboximidic acid ethyl ester dihydrochloride), C(C)O (ethanol). Run in O (water). The product is C(C)OC(=O)C12CN(CC2C1)C (3-Methyl-3-azabicyclo[3.1.0]hexane-1-carboxylic acid ethyl ester). RXN SMILES: Cl.Cl.[CH2:3]([O:5][C:6]([C:8]12[CH2:13][CH:12]1[CH2:11][N:10]([CH3:14])[CH2:9]2)=N)[CH3:4].C([OH:17])C>O>[CH2:3]([O:5][C:6]([C:8]12[CH2:13][CH:12]1[CH2:11][N:10]([CH3:14])[CH2:9]2)=[O:17])[CH3:4] |f:0.1.2|. Procedure: Crude 3-methyl-3-azabicyclo[3.1.0]hexane-1-carboximidic acid ethyl ester dihydrochloride (obtained as described below) is boiled under reflux for 3 hours in 30 ml of ethanol and 0.6 ml of water. After evaporation, the resultant residue is made alkaline with an aqueous sodium bicarbonate solution. Extraction with methylene chloride gives the title compound (M.Pt. of napthalene-1,5-disulphonate 161°-165°).